From a dataset of the Open Reaction Database (ORD), a public repository of structured organic reaction records. describe an organic reaction: reactants, conditions, products, and yield Starting materials: C(C)(=O)OCC (ethyl acetate), NC1=NC(=CC=C1CN(C=O)C(=C(CCO)SSC(=C(C)NC(=O)CC=1C(=NC(=CC1)C)N)CCO)C)C (N-(2-amino-6-methylpyridin-3-ylmethyl)-N-{2-[2-[(2-amino-6-methyl-pyridin-3-ylmethyl)formylamino]-1-(2-hydroxyethyl)-propenyldisulfanyl]-4-hydroxy-1-methylbut-1-enyl}formamide), C(CC)SSCCC (propyl disulfide), [OH-].[Na+] (sodium hydroxide). Reported procedure: To a solution of N-(2-amino-6-methylpyridin-3-ylmethyl)-N-{2-[2-[(2-amino-6-methyl-pyridin-3-ylmethyl)formylamino]-1-(2-hydroxyethyl)-propenyldisulfanyl]-4-hydroxy-1-methylbut-1-enyl}formamide (250 mg, 0.45 mmol) and propyl disulfide (0.21 mL, 1.34 mmol) in methanol (3 ml) was added 1 molar aqueous sodium hydroxide (0.089 mL, 0.089 mmol). The resulting solution was stirred at 35-45° C. for 18 hr. The solution was diluted with water (10 mL) and chloroform (10 mL), but the product remained as a mi... The solvent is CO (methanol), O (water), C(Cl)(Cl)Cl (chloroform), CO (methanol). As a reaction SMILES: [NH2:1][C:2]1[C:7]([CH2:8][N:9]([C:12]([CH3:37])=[C:13](SSC(CCO)=C(NC(CC2C(N)=NC(C)=CC=2)=O)C)[CH2:14][CH2:15][OH:16])[CH:10]=[O:11])=[CH:6][CH:5]=[C:4]([CH3:38])[N:3]=1.[CH2:39]([S:42][S:43]CCC)[CH2:40][CH3:41].[OH-].[Na+].C(OCC)(=O)C>CO.O.C(Cl)(Cl)Cl>[NH2:1][C:2]1[C:7]([CH2:8][N:9]([C:12]([CH3:37])=[CH:13][CH2:14][CH:15]([S:43][S:42][CH2:39][CH2:40][CH3:41])[OH:16])[CH:10]=[O:11])=[CH:6][CH:5]=[C:4]([CH3:38])[N:3]=1 |f:2.3|. Run at temperature 40 celsius, time 18 hour. Yields the product NC1=NC(=CC=C1CN(C=O)C(=CCC(O)SSCCC)C)C (N-(2-Amino-6-methylpyridin-3-ylmethyl)-N-(4-hydroxy-1-methyl-2-propyldisulfanylbut-1-enyl)formamide). Yield: 81.3%. The reactants are C1=CC=CC=2C(C3=CC=CC=C3C(C12)=O)=O (anthraquinone), C(C)(C)(C)OC(=O)NCC(=O)O (N-tertiarybutoxycarbonylglycine), NCCCNC1=CC=C(C=2C(C3=CC=CC=C3C(C12)=O)=O)NCCCN (1,4-bis[(3-aminopropyl)amino]-anthracene-9,10-dione), C(C)(C)(C)OC(=O)N[C@@H](C)C(=O)O (N-tertiarybutoxycarbonyl-L-alanine). Product: NCCCNC1=CC=C(C=2C(C3=CC=CC=C3C(C12)=O)=O)NCCCNC([C@@H](N)C)=O (4-[(3-aminopropyl)amino]-1-[(3-L-alanylaminopropyl)amino]-anthracene-9,10-dione). As a reaction SMILES: C1C2C(=O)C3C(=CC=CC=3)C(=O)C=2C=CC=1.[NH2:17][CH2:18][CH2:19][CH2:20][NH:21][C:22]1[C:35]2[C:34](=[O:36])[C:33]3[C:28](=[CH:29][CH:30]=[CH:31][CH:32]=3)[C:27](=[O:37])[C:26]=2[C:25]([NH:38][CH2:39][CH2:40][CH2:41][NH2:42])=[CH:24][CH:23]=1.C(OC([NH:50][C@H:51]([C:53](O)=[O:54])[CH3:52])=O)(C)(C)C.C(OC(NCC(O)=O)=O)(C)(C)C>>[NH2:42][CH2:41][CH2:40][CH2:39][NH:38][C:25]1[C:26]2[C:27](=[O:37])[C:28]3[C:33](=[CH:32][CH:31]=[CH:30][CH:29]=3)[C:34](=[O:36])[C:35]=2[C:22]([NH:21][CH2:20][CH2:19][CH2:18][NH:17][C:53](=[O:54])[C@H:51]([CH3:52])[NH2:50])=[CH:23][CH:24]=1. Procedure details: Example 28 was prepared by an equivalent procedure to that described for Example 24 except that the starting anthraquinone was 1,4-bis[(3-aminopropyl)amino]-anthracene-9,10-dione and N-tertiarybutoxycarbonyl-L-alanine replaced N-tertiarybutoxycarbonylglycine. Reaction conditions: temperature 180 celsius. The product is NC1=NC(=CN=C1C1=C(C(=CC(=C1)Cl)Cl)Cl)N (2,6-Diamino-3-(2,3,5-trichlorophenyl)pyrazine). Procedure details: A suspension of 2-amino-6-chloro-3-(2,3,5-trichlorophenyl)pyrazine (0.3 g, 9.71×10−4 mole) in absolute ethanol (4 ml) and 0.880 aqueous ammonia (8.24 ml) was stirred and heated in an autoclave at 180° C. for 44 hrs The cooled mixture was evaporated in vacuo, and the residue extracted with chloroform (3×30 ml). The combined chloroform extracts were dried over anhydrous magnesium sulphate, filtered and the filtrate evaporated down in vacuo. The residue was purified by ‘flash chromatography’ using ... RXN SMILES: [NH2:1][C:2]1[C:7]([C:8]2[CH:13]=[C:12]([Cl:14])[CH:11]=[C:10]([Cl:15])[C:9]=2[Cl:16])=[N:6][CH:5]=[C:4](Cl)[N:3]=1.[NH3:18]>C(O)C>[NH2:1][C:2]1[C:7]([C:8]2[CH:13]=[C:12]([Cl:14])[CH:11]=[C:10]([Cl:15])[C:9]=2[Cl:16])=[N:6][CH:5]=[C:4]([NH2:18])[N:3]=1. Starting materials: NC1=NC(=CN=C1C1=C(C(=CC(=C1)Cl)Cl)Cl)Cl (2-amino-6-chloro-3-(2,3,5-trichlorophenyl)pyrazine), N (ammonia). Run in C(C)O (ethanol). The reactants are N(CC)(C(C)C)C(C)C (NEt(iPr)2), ClC=1C(=NC=CN1)C(C1=CC=C2C=CC(=NC2=C1)C1=CC=CC=C1)N (C-(3-chloropyrazin-2-yl)-C-(2-phenylquinolin-7-yl)-methylamine), ClC=1C(=NC=CN1)C(C1=CC=C2C=CC(=NC2=C1)C1=CC=CC=C1)N (C-(3-chloropyrazin-2-yl)-C-(2-phenylquinolin-7-yl)-methylamine), ice water, C1(CCC1)C(=O)Cl (cyclobutanecarbonyl chloride). The reagents and catalysts are CN(C)C=1C=CN=CC1 (DMAP). Run in C(Cl)Cl (CH2Cl2). Conditions: time 2.5 hour. Yields the product ClC=1C(=NC=CN1)C(C1=CC=C2C=CC=NC2=C1)NC(=O)C1CCC1 (Cyclobutanecarboxylic acid [(3-chloro-pyrazin-2-yl)-quinolin-7-yl-methyl]-amide). As a reaction SMILES: N(C(C)C)(C(C)C)CC.[Cl:10][C:11]1[C:12]([CH:17]([NH2:34])[C:18]2[CH:27]=[C:26]3[C:21]([CH:22]=[CH:23][C:24](C4C=CC=CC=4)=[N:25]3)=[CH:20][CH:19]=2)=[N:13][CH:14]=[CH:15][N:16]=1.[CH:35]1([C:39](Cl)=[O:40])[CH2:38][CH2:37][CH2:36]1>CN(C1C=CN=CC=1)C.C(Cl)Cl>[Cl:10][C:11]1[C:12]([CH:17]([NH:34][C:39]([CH:35]2[CH2:38][CH2:37][CH2:36]2)=[O:40])[C:18]2[CH:27]=[C:26]3[C:21]([CH:22]=[CH:23][CH:24]=[N:25]3)=[CH:20][CH:19]=2)=[N:13][CH:14]=[CH:15][N:16]=1. Procedure: To a solution of NEt(iPr)2 (520 μL, 386 mg, 2.99 mmol), DMAP (12 mg, 0.098 mmol), and C-(3-chloropyrazin-2-yl)-C-quinolin-7-ylmethylamine (compound of Formula IV where Q1=quinolin-7-yl) (608 mg, 1.97 mmol) in dry CH2Cl2 (10 mL), cooled by ice/water, was added cyclobutanecarbonyl chloride (250 μL, 260 mg, 2.19 mmol), then the cooling bath was removed, and the reaction mixture was stirred at ambient temperature for 2.5 h. Water was added, the layers were separated, and the aqueous layer was extrac... Reported procedure: In 3 ml of pyridine was dissolved 360 mg (0.66 mmol) of Compound 47 obtained in Example 47, 0.12 ml (1.32 mmol) of acetic anhydride was added, and the mixture was stirred at room temperature for 4 hours. The solvent was removed at reduced pressure and water was added to the residue, the resulting precipitate was collected by filtration, washed with water, dried at heating and recrystallized from ethanol to give 205 mg (yield: 53%) of Compound 52 as white crystals. The reactants are C(C)OC=1C=C2C(=NC(=NC2=CC1O)N1CCOCC1)N1CCC(CC1)N1C(N(C2=CC=C(C=C2C1=O)C)C)=O (3-[1-(6-Ethoxy-7-hydroxy-2-morpholino-4-quinazolinyl)-4-piperidinyl]-1,2,3,4-tetrahydro-1,6-dimethyl-2,4-dioxoquinazoline), C(C)(=O)OC(C)=O (acetic anhydride). The product is C(C)(=O)OC1=C(C=C2C(=NC(=NC2=C1)N1CCOCC1)N1CCC(CC1)N1C(N(C2=CC=C(C=C2C1=O)C)C)=O)OCC (3-[1-(7-Acetoxy-6-ethoxy-2-morpholino-4-quinazolinyl)-4-piperidinyl]-1,2,3,4-tetrahydro-1,6-dimethyl-2,4-dioxoquinazoline). Isolated yield 52.8%. The solvent is N1=CC=CC=C1 (pyridine). Run at time 4 hour. Reaction SMILES: [CH2:1]([O:3][C:4]1[CH:5]=[C:6]2[C:11](=[CH:12][C:13]=1[OH:14])[N:10]=[C:9]([N:15]1[CH2:20][CH2:19][O:18][CH2:17][CH2:16]1)[N:8]=[C:7]2[N:21]1[CH2:26][CH2:25][CH:24]([N:27]2[C:36](=[O:37])[C:35]3[C:30](=[CH:31][CH:32]=[C:33]([CH3:38])[CH:34]=3)[N:29]([CH3:39])[C:28]2=[O:40])[CH2:23][CH2:22]1)[CH3:2].[C:41](OC(=O)C)(=[O:43])[CH3:42]>N1C=CC=CC=1>[C:41]([O:14][C:13]1[CH:12]=[C:11]2[C:6]([C:7]([N:21]3[CH2:26][CH2:25][CH:24]([N:27]4[C:36](=[O:37])[C:35]5[C:30](=[CH:31][CH:32]=[C:33]([CH3:38])[CH:34]=5)[N:29]([CH3:39])[C:28]4=[O:40])[CH2:23][CH2:22]3)=[N:8][C:9]([N:15]3[CH2:20][CH2:19][O:18][CH2:17][CH2:16]3)=[N:10]2)=[CH:5][C:4]=1[O:3][CH2:1][CH3:2])(=[O:43])[CH3:42]. Starting materials: CS(=O)(=O)C1=NC=C(C=N1)OCC1=CC=CC=C1 (2-Methylsulfonyl-5-phenylmethoxypyrimidine), N1CCNCC1 (piperazine), N1=CN=CC=C1 (pyrimidine), stainless steel. Solvent: C1(=CC=CC=C1)C (toluene). Product: C1(=CC=CC=C1)COC=1C=NC(=NC1)N1CCNCC1 (5-Phenylmethoxy-2-(1-piperazinyl)pyrimidine). The yield is 42.0%. As a reaction SMILES: N1C=CC=NC=1.CS([C:11]1[N:16]=[CH:15][C:14]([O:17][CH2:18][C:19]2[CH:24]=[CH:23][CH:22]=[CH:21][CH:20]=2)=[CH:13][N:12]=1)(=O)=O.[NH:25]1[CH2:30][CH2:29][NH:28][CH2:27][CH2:26]1>C1(C)C=CC=CC=1>[C:19]1([CH2:18][O:17][C:14]2[CH:13]=[N:12][C:11]([N:25]3[CH2:30][CH2:29][NH:28][CH2:27][CH2:26]3)=[N:16][CH:15]=2)[CH:24]=[CH:23][CH:22]=[CH:21][CH:20]=1. Procedure details: A mixture of the pyrimidine prepared in (a) above (24.5 g, 0.09 mole), piperazine (77.5 g, 0.9 mole), and toluene (160 mL) was heated at 150° C. in a stainless steel omb for 22 hr. The reaction mixture was filtered, concentrated in vacuo, and the residue crystallized from Skelly B to give 10.15 g (42%) off-white solid, m.p. 94°-97° C.